From a dataset of the Open Reaction Database (ORD), a public repository of structured organic reaction records. describe an organic reaction: reactants, conditions, products, and yield The reactants are diol, diol, C(C)(=O)OCCC(C)(C)OC(C(=O)OC(C)(CCOC(C)=O)C)=O (bis(4-acetoxy-2-methylbutan-2-yl)oxalate). The solvent is C(Cl)Cl (methylene chloride), C(C)(C)NC(C)C (diisopropylamine). Product: OCCC(C)(C)OC(C(=O)OC(C)(CCO)C)=O (Bis(4-hydroxy-2-methylbutan-2-yl)oxalate). As a reaction SMILES: C([O:4][CH2:5][CH2:6][C:7]([O:10][C:11](=[O:24])[C:12]([O:14][C:15]([CH3:23])([CH2:17][CH2:18][O:19]C(=O)C)[CH3:16])=[O:13])([CH3:9])[CH3:8])(=O)C>C(Cl)Cl.C(NC(C)C)(C)C>[OH:4][CH2:5][CH2:6][C:7]([O:10][C:11](=[O:24])[C:12]([O:14][C:15]([CH3:23])([CH2:17][CH2:18][OH:19])[CH3:16])=[O:13])([CH3:8])[CH3:9]. Procedure details: The cleavable diol is made in the following manner. To a solution of compound (73) in methylene chloride, diisopropylamine is added and the solution is stirred until reaction is complete. A standard aqueous workup is done and the diol should remain in the organic phase. Evaporate the solvent and collect bis(4-hydroxy-2-methylbutan-2-yl)oxalate (74). The reactants are COC(=O)C1N(CCC1)C(=O)C1=CC(=C2COCCN21)C(N[C@H](CC)C2=CC=CC=C2)=O (1-[8-((R)-1-Phenyl-propylcarbamoyl)-3,4-dihydro-1H-pyrrolo[2,1-c][1,4]oxazine-6-carbonyl]-pyrrolidine-2-carboxylic acid methyl ester), C(C)(C)OC(=O)C1N(CCC1)C(=O)C1=CC(=C2COCCN21)C(N[C@H](CC)C2=CC=CC=C2)=O (1-[8-((R)-1-Phenyl-propylcarbamoyl)-3,4-dihydro-1H-pyrrolo[2,1-c][1,4]oxazine-6-carbonyl]-pyrrolidine-2-carboxylic acid isopropyl ester), C(C)(C)O (Isopropanol). Solvent: C(C)O (ethanol). Yields the product C(C)OC([C@H](C)N(C(=O)C1=CC(=C2COCCN21)C(N[C@H](CC)C2=CC=CC=C2)=O)C)=O ((S)-2-{Methyl-[8-((R)-1-phenyl-propylcarbamoyl)-3,4-dihydro-1H-pyrrolo[2,1-c][1,4]oxazine-6-carbonyl]-amino}-propionic acid ethyl ester). RXN SMILES: COC(C1CCCN1C(C1N2C(COCC2)=C(C(=O)N[C@@H](C2C=CC=CC=2)CC)C=1)=O)=O.[CH:33]([O:36][C:37]([CH:39]1[CH2:43]C[CH2:41][N:40]1[C:44]([C:46]1[N:54]2[C:49]([CH2:50][O:51][CH2:52][CH2:53]2)=[C:48]([C:55](=[O:66])[NH:56][C@@H:57]([C:60]2[CH:65]=[CH:64][CH:63]=[CH:62][CH:61]=2)[CH2:58][CH3:59])[CH:47]=1)=[O:45])=[O:38])(C)[CH3:34].C(O)(C)C>C(O)C>[CH2:33]([O:36][C:37](=[O:38])[C@@H:39]([N:40]([CH3:41])[C:44]([C:46]1[N:54]2[C:49]([CH2:50][O:51][CH2:52][CH2:53]2)=[C:48]([C:55](=[O:66])[NH:56][C@@H:57]([C:60]2[CH:61]=[CH:62][CH:63]=[CH:64][CH:65]=2)[CH2:58][CH3:59])[CH:47]=1)=[O:45])[CH3:43])[CH3:34]. Procedure: The compound was obtained from comp. no. 16m as starting compound in analogy to the synthesis of comp. no. 16n. Isopropanol was replaced by ethanol to form the ester. LC/MS (method 4): Rt=1.24 min; m/z=454.27 (M+H+) Reaction SMILES: [CH2:1]([CH3:2])[c:3]1[cH:4][cH:5][c:6](-[c:9]2[cH:10][c:11]([F:22])[c:12](-[c:15]3[se:16][c:17]([CH:20]=[CH2:21])[cH:18][cH:19]3)[cH:13][cH:14]2)[cH:7][cH:8]1.[CH3:23][CH2:24][O:25][C:26](=[O:27])[CH3:28]>>[CH2:1]([CH3:2])[c:3]1[cH:4][cH:5][c:6](-[c:9]2[cH:10][c:11]([F:22])[c:12](-[c:15]3[se:16][c:17]([CH2:20][CH3:21])[cH:18][cH:19]3)[cH:13][cH:14]2)[cH:7][cH:8]1. Yields the product CCc1ccc(-c2ccc(-c3ccc(CC)[se]3)c(F)c2)cc1. Starting materials: C=Cc1ccc(-c2ccc(-c3ccc(CC)cc3)cc2F)[se]1, CCOC(C)=O.